Dataset: the Open Reaction Database (ORD), a public repository of structured organic reaction records. Task: describe an organic reaction: reactants, conditions, products, and yield Product: COC(=O)c1ccc2c(ccn2S(=O)(=O)c2ccc(C)cc2)c1. RXN SMILES: [CH3:31][CH2:32][CH2:33][CH2:34][CH2:35][CH3:36].[CH3:37][C:38](=[O:39])[CH2:40][CH3:41].[K+:25].[K+:26].[O-:27][C:28]([O-:29])=[O:30].[c:14]1([CH3:24])[cH:15][cH:16][c:17]([S:20](=[O:21])(=[O:22])[Cl:23])[cH:18][cH:19]1.[nH:1]1[cH:2][cH:3][c:4]2[cH:5][c:6]([C:10](=[O:11])[O:12][CH3:13])[cH:7][cH:8][c:9]12>>[n:1]1([S:20]([c:17]2[cH:16][cH:15][c:14]([CH3:24])[cH:19][cH:18]2)(=[O:21])=[O:22])[cH:2][cH:3][c:4]2[cH:5][c:6]([C:10](=[O:11])[O:12][CH3:13])[cH:7][cH:8][c:9]12. The reactants are CCCCCC, CCC(C)=O, [K+], [K+], O=C([O-])[O-], Cc1ccc(S(=O)(=O)Cl)cc1, COC(=O)c1ccc2[nH]ccc2c1. The reactants are CC(C)(C)C1=CC=C(C=C1C1=C(C=CC(=C1)OC)F)COC1=CC=C(C=C1)[C@H](CC(=O)OC)\C=C/CC (Methyl (3R,4Z)-3-(4-(((6-(1,1-dimethylethyl)-2′-fluoro-5′-(methyloxy)-1,1′-biphenyl-3-yl)methyl)oxy)phenyl)-4-heptenoate), C1CCOC1 (THF), CCO (EtOH), [OH-].[Na+] (sodium hydroxide). Reaction conditions: time 21 hour. The product is CC(C)(C)C1=CC=C(C=C1C1=C(C=CC(=C1)OC)F)COC1=CC=C(C=C1)[C@H](CC(=O)O)\C=C/CC ((3R,4Z)-3-(4-(((6-(1,1-Dimethylethyl)-2′-fluoro-5′-(methyloxy)-1,1′-biphenyl-3-yl)methyl)oxy)phenyl)-4-heptenoic acid). Yield: 71.3%. RXN SMILES: [CH3:1][C:2]([C:5]1[C:10]([C:11]2[CH:16]=[C:15]([O:17][CH3:18])[CH:14]=[CH:13][C:12]=2[F:19])=[CH:9][C:8]([CH2:20][O:21][C:22]2[CH:27]=[CH:26][C:25]([C@@H:28](/[CH:34]=[CH:35]\[CH2:36][CH3:37])[CH2:29][C:30]([O:32]C)=[O:31])=[CH:24][CH:23]=2)=[CH:7][CH:6]=1)([CH3:4])[CH3:3].C1COCC1.CCO.[OH-].[Na+]>>[CH3:4][C:2]([C:5]1[C:10]([C:11]2[CH:16]=[C:15]([O:17][CH3:18])[CH:14]=[CH:13][C:12]=2[F:19])=[CH:9][C:8]([CH2:20][O:21][C:22]2[CH:23]=[CH:24][C:25]([C@@H:28](/[CH:34]=[CH:35]\[CH2:36][CH3:37])[CH2:29][C:30]([OH:32])=[O:31])=[CH:26][CH:27]=2)=[CH:7][CH:6]=1)([CH3:1])[CH3:3] |f:3.4|. Reported procedure: To a stirred solution of 34.2 (0.050 g, 0.10 mmol) in THF (2 mL, 0.2 mmol) and EtOH (2 mL, 0.2 mmol) at 23° C. was added a solution of 1 M sodium hydroxide (1.00 mL, 1.0 mmol). The resulting reaction mixture was stirred for 21 hours, and concentrated in vacuo. 1 N HCl was added to bring the pH to 1, and the resulting mixture was extracted EtOAc, dried over MgSO4, filtered, and concentrated. The resulting product was purified by silica gel flash chromatography (0-20% EtOAc/hexane) to afford compo... The reactants are CC(C)(C)n1nc(-c2ccc([N+](=O)[O-])cc2)c2c(N)ncnc21, O=CO, Cl. The product is Nc1ncnc2[nH]nc(-c3ccc([N+](=O)[O-])cc3)c12. Reaction SMILES: [C:1]([CH3:2])([CH3:3])([CH3:4])[n:5]1[n:6][c:7](-[c:15]2[cH:16][cH:17][c:18]([N+:21](=[O:22])[O-:23])[cH:19][cH:20]2)[c:8]2[c:9]1[n:10][cH:11][n:12][c:13]2[NH2:14].[CH:24]([OH:25])=[O:26].[ClH:27]>>[nH:5]1[n:6][c:7](-[c:15]2[cH:16][cH:17][c:18]([N+:21](=[O:22])[O-:23])[cH:19][cH:20]2)[c:8]2[c:9]1[n:10][cH:11][n:12][c:13]2[NH2:14]. The reactants are CC(C)([O-])C.[K+] (potassium tert-butoxide), COCCOC1=C(C=C2C=CNC2=C1)O (6-(2-Methoxyethoxy)-1H-indol-5-ol), Example 1-5, Example 20-4, ClC1=CC(=NC=C1)NC(C)=O (N-(4-chloropyridin-2-yl)acetamide), O (Water). Run in CS(=O)C (dimethylsulfoxide), C(C)(=O)OCC (ethyl acetate). Conditions: temperature 150 celsius, time 13 hour. Yields the product COCCOC1=C(C=C2C=CNC2=C1)OC1=CC(=NC=C1)NC(C)=O (N-(4-((6-(2-Methoxyethoxy)-1H-indol-5-yl)oxy)pyridin-2-yl)acetamide). The yield is 53.0%. As a reaction SMILES: [CH3:1][O:2][CH2:3][CH2:4][O:5][C:6]1[CH:14]=[C:13]2[C:9]([CH:10]=[CH:11][NH:12]2)=[CH:8][C:7]=1[OH:15].Cl[C:17]1[CH:22]=[CH:21][N:20]=[C:19]([NH:23][C:24](=[O:26])[CH3:25])[CH:18]=1.CC(C)([O-])C.[K+].O>CS(C)=O.C(OCC)(=O)C>[CH3:1][O:2][CH2:3][CH2:4][O:5][C:6]1[CH:14]=[C:13]2[C:9]([CH:10]=[CH:11][NH:12]2)=[CH:8][C:7]=1[O:15][C:17]1[CH:22]=[CH:21][N:20]=[C:19]([NH:23][C:24](=[O:26])[CH3:25])[CH:18]=1 |f:2.3|. Procedure details: 6-(2-Methoxyethoxy)-1H-indol-5-ol described in Production Example 20-4 (3.94 g, 19.0 mmol) and N-(4-chloropyridin-2-yl)acetamide described in Production Example 1-5 (3.25 g, 19.0 mmol) were dissolved in dimethylsulfoxide (25 mL), then 97% potassium tert-butoxide (2.20 g, 19.0 mmol) was added at room temperature, and the mixture was heated and stirred at 150° C. for 13 hours. Water and ethyl acetate were added to the reaction liquid at mom temperature for partition. The aqueous layer was extracte... Reactants: BrC1=CC=C(C=C1)C=1N(N=C2C1N=C(N(C2=O)CC(F)(F)F)C)C2=C(C=CC=C2)Cl (3-(4-bromophenyl)-2-(2-chlorophenyl)-5-methyl-6-(2,2,2-trifluoroethyl)-2,6-dihydropyrazolo[4,3-d]pyrimidin-7-one), C(CCC)B(O)O (1-butane boronic acid), C(=O)([O-])[O-].[K+].[K+] (K2CO3), PdCl2dppf, C(Cl)Cl (CH2Cl2). Solvent: C1CCOC1 (THF), O (H2O). The product is C(CCC)C1=CC=C(C=C1)C=1N(N=C2C1N=C(N(C2=O)CC(F)(F)F)C)C2=C(C=CC=C2)Cl (3-(4-Butylphenyl)-2-(2-chlorophenyl)-5-methyl-6-(2,2,2-trifluoroethyl)-2,6-dihydropyrazolo[4,3-d]pyrimidin-7-one). RXN SMILES: Br[C:2]1[CH:7]=[CH:6][C:5]([C:8]2[N:9]([C:24]3[CH:29]=[CH:28][CH:27]=[CH:26][C:25]=3[Cl:30])[N:10]=[C:11]3[C:16](=[O:17])[N:15]([CH2:18][C:19]([F:22])([F:21])[F:20])[C:14]([CH3:23])=[N:13][C:12]=23)=[CH:4][CH:3]=1.[CH2:31](B(O)O)[CH2:32][CH2:33][CH3:34].C([O-])([O-])=O.[K+].[K+].C(Cl)Cl>C1COCC1.O>[CH2:31]([C:2]1[CH:7]=[CH:6][C:5]([C:8]2[N:9]([C:24]3[CH:29]=[CH:28][CH:27]=[CH:26][C:25]=3[Cl:30])[N:10]=[C:11]3[C:16](=[O:17])[N:15]([CH2:18][C:19]([F:20])([F:22])[F:21])[C:14]([CH3:23])=[N:13][C:12]=23)=[CH:4][CH:3]=1)[CH2:32][CH2:33][CH3:34] |f:2.3.4|. Procedure: A mixture of 3-(4-bromophenyl)-2-(2-chlorophenyl)-5-methyl-6-(2,2,2-trifluoroethyl)-2,6-dihydropyrazolo[4,3-d]pyrimidin-7-one (4A-9, 48.4 mg, 0.1 mmol), 1-butane boronic acid (12 mg, 0.12 mmol), K2CO3 (41 mg, 0.3 mmol), PdCl2dppf.CH2Cl2 (8 mg, 0.01 mmol) in THF (2 ml) was heated at 65° C. for 18 h. The reaction mixture was cooled to room temperature, diluted with H2O, and extracted with EtOAc (2×). The combined extracts were washed with 0.5 M citric acid, saturated aqueous NaCl, dried, and conce...